From a dataset of the Open Reaction Database (ORD), a public repository of structured organic reaction records. describe an organic reaction: reactants, conditions, products, and yield Starting materials: C(CCCCCCCCC=C)OC1=CC=C(C=C1)C(=CN(C)C)C=O (2-(4-Undec-10-enyloxyphenyl)-N,N-dimethyl-1-aminoprop-1-en-3-al), [OH-].[Na+] (sodium hydroxide). The solvent is C(C)O (ethanol). Yields the product C(CCCCCCCCC=C)OC1=CC=C(C=C1)C(=CO)C=O (2-(4-undec-10-enyloxyphenyl)-1-hydroxyprop-1-en-3-al). RXN SMILES: [CH2:1]([O:12][C:13]1[CH:18]=[CH:17][C:16]([C:19]([CH:24]=[O:25])=[CH:20]N(C)C)=[CH:15][CH:14]=1)[CH2:2][CH2:3][CH2:4][CH2:5][CH2:6][CH2:7][CH2:8][CH2:9][CH:10]=[CH2:11].[OH-:26].[Na+]>C(O)C>[CH2:1]([O:12][C:13]1[CH:18]=[CH:17][C:16]([C:19]([CH:24]=[O:25])=[CH:20][OH:26])=[CH:15][CH:14]=1)[CH2:2][CH2:3][CH2:4][CH2:5][CH2:6][CH2:7][CH2:8][CH2:9][CH:10]=[CH2:11] |f:1.2|. Procedure details: A solution of 21 in ethanol (75 ml) was hydrolysed with aqueous sodium hydroxide solution (60 ml, 25%). The reaction mixture was stirred and heated under reflux (3 h), cooled to room temperature and the ethanol removed in vacuo to yield an off-white solid which was filtered and washed thoroughly with water. The solid was suspended in a 50% ethanol/water mixture (150 ml) and acidified with concentrated hydrochloric acid. The suspended solid whitened in colour and was collected by filtration, then... Starting materials: CCOCc1cc(C(=O)O)cc(C(C)(C)C)c1, [Cl-]. The product is CCOCc1cc(C(=O)Cl)cc(C(C)(C)C)c1. As a reaction SMILES: [C:1]([CH3:2])([CH3:3])([CH3:4])[c:5]1[cH:6][c:7]([C:8](=[O:9])[OH:10])[cH:11][c:12]([CH2:14][O:15][CH2:16][CH3:17])[cH:13]1.[Cl-:18]>>[C:1]([CH3:2])([CH3:3])([CH3:4])[c:5]1[cH:6][c:7]([C:8](=[O:9])[Cl:18])[cH:11][c:12]([CH2:14][O:15][CH2:16][CH3:17])[cH:13]1. Reactants: N([C@@H](CC1=CC=CC=C1)C(=O)O)C(=O)OCC1=CC=CC=C1 (ZPheOH), N[C@H](CC1=CC=CC=C1)C(=O)OC (HDPheOMe), anhydride, ClC(=O)OCC(C)C (isobutyl chloroformate). Yields the product N([C@@H](CC1=CC=CC=C1)C(=O)N[C@H](CC1=CC=CC=C1)C(=O)OC)C(=O)OCC1=CC=CC=C1 (ZPhe-DPheOMe). Isolated yield 66.0%. Reaction SMILES: [NH:1]([C:13]([O:15][CH2:16][C:17]1[CH:22]=[CH:21][CH:20]=[CH:19][CH:18]=1)=[O:14])[C@H:2]([C:10]([OH:12])=O)[CH2:3][C:4]1[CH:9]=[CH:8][CH:7]=[CH:6][CH:5]=1.[NH2:23][C@@H:24]([C:32]([O:34][CH3:35])=[O:33])[CH2:25][C:26]1[CH:31]=[CH:30][CH:29]=[CH:28][CH:27]=1.ClC(OCC(C)C)=O>>[NH:1]([C:13]([O:15][CH2:16][C:17]1[CH:22]=[CH:21][CH:20]=[CH:19][CH:18]=1)=[O:14])[C@H:2]([C:10]([NH:23][C@@H:24]([C:32]([O:34][CH3:35])=[O:33])[CH2:25][C:26]1[CH:31]=[CH:30][CH:29]=[CH:28][CH:27]=1)=[O:12])[CH2:3][C:4]1[CH:5]=[CH:6][CH:7]=[CH:8][CH:9]=1. Procedure: Condensation of ZPheOH (7.5 g.) and HDPheOMe (5.4 g.) by the mixed anhydride method using isobutyl chloroformate gave ZPhe-DPheOMe in 66% yield. Debenzyloxycarbonylation of ZPhe-DPheOMe (6.9 g.) by hydrogenation with palladium catalyst gave HPhe-DPheOMe in 100% yield. Condensation of BocProOH (3.23 g.) and HPhe-DPheOMe (4.9 g.) by the mixed anhydride method using isobutyl chloroformate gave BocPro-Phe-DPheOMe in 70% yield. Hydrazinolysis of BocPro-Phe-DPheOMe (5.0 g.) gave BocPro-Phe-DPheNHNH2 i... Starting materials: ClC=1N=CC2=C(N1)N(C(=C2)C(=O)N(C)C)C2CCCCCC2 (2-chloro-7-cycloheptyl-N,N-dimethyl-7H-pyrrolo[2,3-d]pyrimidine-6-carboxamide), NC1=CC=C(C=N1)N1C[C@@H]2[C@H](C1=O)CN(C2)C(=O)OC(C)(C)C (cis-tert-butyl 5-(6-aminopyridin-3-yl)-4-oxohexahydropyrrolo[3,4-c]pyrrole-2(1H)-carboxylate). Product: C1(CCCCCC1)N1C(=CC2=C1N=C(N=C2)NC2=CC=C(C=N2)N2C[C@@H]1[C@H](C2=O)CN(C1)C(=O)OC(C)(C)C)C(N(C)C)=O (cis-tert-butyl 5-(6-(7-cycloheptyl-6-(dimethylcarbamoyl)-7H-pyrrolo[2,3-d]pyrimidin-2-ylamino)pyridin-3-yl)-4-oxohexahydropyrrolo[3,4-c]pyrrole-2(1H)-carboxylate). Yield: 95.1%. RXN SMILES: Cl[C:2]1[N:3]=[CH:4][C:5]2[CH:10]=[C:9]([C:11]([N:13]([CH3:15])[CH3:14])=[O:12])[N:8]([CH:16]3[CH2:22][CH2:21][CH2:20][CH2:19][CH2:18][CH2:17]3)[C:6]=2[N:7]=1.[NH2:23][C:24]1[N:29]=[CH:28][C:27]([N:30]2[C:34](=[O:35])[C@@H:33]3[CH2:36][N:37]([C:39]([O:41][C:42]([CH3:45])([CH3:44])[CH3:43])=[O:40])[CH2:38][C@@H:32]3[CH2:31]2)=[CH:26][CH:25]=1>>[CH:16]1([N:8]2[C:6]3[N:7]=[C:2]([NH:23][C:24]4[N:29]=[CH:28][C:27]([N:30]5[C:34](=[O:35])[C@@H:33]6[CH2:36][N:37]([C:39]([O:41][C:42]([CH3:45])([CH3:44])[CH3:43])=[O:40])[CH2:38][C@@H:32]6[CH2:31]5)=[CH:26][CH:25]=4)[N:3]=[CH:4][C:5]=3[CH:10]=[C:9]2[C:11](=[O:12])[N:13]([CH3:15])[CH3:14])[CH2:22][CH2:21][CH2:20][CH2:19][CH2:18][CH2:17]1. Reported procedure: Following general N—C coupling procedure 1, 2-chloro-7-cycloheptyl-N,N-dimethyl-7H-pyrrolo[2,3-d]pyrimidine-6-carboxamide (50.4 mg, 0.157 mmol) was combined with cis-tert-butyl 5-(6-aminopyridin-3-yl)-4-oxohexahydropyrrolo[3,4-c]pyrrole-2(1H)-carboxylate (50 mg, 0.157 mmol, 1.0 eq), gave after silica gel chromatography, cis-tert-butyl 5-(6-(7-cycloheptyl-6-(dimethylcarbamoyl)-7H-pyrrolo[2,3-d]pyrimidin-2-ylamino)pyridin-3-yl)-4-oxohexahydropyrrolo[3,4-c]pyrrole-2(1H)-carboxylate (90 mg) in 94% y... The reactants are ClCCCOC1=CC=C2C(=NC=NC2=C1)NC=1C=C(C=CC1N(C)C)S(=O)(=O)NC (3-({7-[(3-chloropropyl)oxy]-4-quinazolinyl}amino)-4-(dimethylamino)-N-methylbenzenesulfonamide), N1CCOCC1 (morpholine). The solvent is CO (MeOH). Conditions: temperature 90 celsius, time 3 day. The product is Cl.CN(C1=C(C=C(C=C1)S(=O)(=O)NC)NC1=NC=NC2=CC(=CC=C12)OCCCN1CCOCC1)C (4-(dimethylamino)-N-methyl-3-[(7-{[3-(4-morpholinyl)propyl]oxy}-4-quinazolinyl)amino]benzenesulfonamide hydrochloride). The yield is 55.4%. RXN SMILES: [Cl:1][CH2:2][CH2:3][CH2:4][O:5][C:6]1[CH:15]=[C:14]2[C:9]([C:10]([NH:16][C:17]3[CH:18]=[C:19]([S:26]([NH:29][CH3:30])(=[O:28])=[O:27])[CH:20]=[CH:21][C:22]=3[N:23]([CH3:25])[CH3:24])=[N:11][CH:12]=[N:13]2)=[CH:8][CH:7]=1.[NH:31]1[CH2:36][CH2:35][O:34][CH2:33][CH2:32]1>CO>[ClH:1].[CH3:24][N:23]([CH3:25])[C:22]1[CH:21]=[CH:20][C:19]([S:26]([NH:29][CH3:30])(=[O:28])=[O:27])=[CH:18][C:17]=1[NH:16][C:10]1[C:9]2[C:14](=[CH:15][C:6]([O:5][CH2:4][CH2:3][CH2:2][N:31]3[CH2:36][CH2:35][O:34][CH2:33][CH2:32]3)=[CH:7][CH:8]=2)[N:13]=[CH:12][N:11]=1 |f:3.4|. Procedure details: A mixture of 3-({7-[(3-chloropropyl)oxy]-4-quinazolinyl}amino)-4-(dimethylamino)-N-methylbenzenesulfonamide (50 mg, 0.111 mmol) and morpholine (0.048 mL, 0.556 mmol) in MeOH (1 mL) was stirred at 90° C. for 3 days before being cooled and concentrated. The residue was triturated with Et2O-EtOAc and the resulting solid was collected by filtration, washed with Et2O, and dried to give 4-(dimethylamino)-N-methyl-3-[(7-{[3-(4-morpholinyl)propyl]oxy}-4-quinazolinyl)amino]benzenesulfonamide hydrochlorid... Reactants: NNC(=O)c1ccccc1, O=C1C(=O)N(Cc2ccc(Cl)cc2)c2ccccc21. The product is O=C(NN=C1C(=O)N(Cc2ccc(Cl)cc2)c2ccccc21)c1ccccc1. As a reaction SMILES: [C:20]([c:21]1[cH:22][cH:23][cH:24][cH:25][cH:26]1)(=[O:27])[NH:28][NH2:29].[Cl:1][c:2]1[cH:3][cH:4][c:5]([CH2:6][N:7]2[C:8](=[O:9])[C:10](=[O:11])[c:12]3[cH:13][cH:14][cH:15][cH:16][c:17]32)[cH:18][cH:19]1>>[Cl:1][c:2]1[cH:3][cH:4][c:5]([CH2:6][N:7]2[C:8](=[O:9])[C:10](=[N:29][NH:28][C:20]([c:21]3[cH:22][cH:23][cH:24][cH:25][cH:26]3)=[O:27])[c:12]3[cH:13][cH:14][cH:15][cH:16][c:17]32)[cH:18][cH:19]1.